This data is from the Open Reaction Database (ORD), a public repository of structured organic reaction records. The task is: describe an organic reaction: reactants, conditions, products, and yield The reactants are CO, Cl, [Na+], [OH-], COC(=O)c1ccc(CO)c2ccccc12. The product is O=C(O)c1ccc(CO)c2ccccc12. Reaction SMILES: [CH3:20][OH:21].[ClH:19].[Na+:18].[OH-:17].[OH:1][CH2:2][c:3]1[cH:4][cH:5][c:6]([C:13](=[O:14])[O:15][CH3:16])[c:7]2[cH:8][cH:9][cH:10][cH:11][c:12]12>>[OH:1][CH2:2][c:3]1[cH:4][cH:5][c:6]([C:13](=[O:14])[OH:15])[c:7]2[cH:8][cH:9][cH:10][cH:11][c:12]12. Reactants: C1(CC1)C1=NN=C(S1)N=C=O (5-cyclopropyl-1,3,4-thiadiazol-2-yl isocyanate), dimethyl acetal, C(C)(=O)OCC (ethyl acetate). Product: dimethyl acetal, C(C#C)N(C(=O)NC=1SC(=NN1)C1CC1)CC=O (2-[1-propargyl-3-(5-cyclopropyl-1,3,4-thiadiazol-2-yl)ureido]acetaldehyde). As a reaction SMILES: [CH:1]1([C:4]2[S:8][C:7]([N:9]=[C:10]=[O:11])=[N:6][N:5]=2)[CH2:3][CH2:2]1.C([O:15][CH2:16][CH3:17])(=O)C>>[CH2:4]([N:5]([CH2:17][CH:16]=[O:15])[C:10]([NH:9][C:7]1[S:8][C:4]([CH:1]2[CH2:3][CH2:2]2)=[N:5][N:6]=1)=[O:11])[C:1]#[CH:2]. Reported procedure: A mixture of 5-cyclopropyl-1,3,4-thiadiazol-2-yl isocyanate dimer (7 grams), the dimethyl acetal of 2-propargylaminocetaldehyde (5 grams) and ethyl acetate (50 ml) were charged into a glass reaction vessel equipped with a mechanical stirrer and reflux condenser. The reaction mixture is heated at reflux for a period of about 2 hours. After this time the mixture is stripped of solvent under reduced pressure to yield the desired product the dimethyl acetal of 2-[1-propargyl-3-(5-cyclopropyl-1,3,4-t... Starting materials: CNC(=O)C1(CCN(CC1)C([C@@H](CC1=CC2=CC=CC=C2C=C1)NC)=O)CC1=CC=CC=C1 (4-Benzyl-1-((2R)-2-methylamino-3-(2-naphthyl)propionyl)piperidine-4-carboxylic acid methylamide), C(C)(C)(C)OC(=O)NC(C/C=C/C(=O)O)(C)C ((2E)-5-(tert-butyloxycarbonylamino)-5-methyl-2-hexenoic acid). The product is CNC(=O)C1(CCN(CC1)C([C@@H](CC1=CC2=CC=CC=C2C=C1)N(C)C(\C=C\CC(C)(C)N)=O)=O)CC1=CC=CC=C1 (1-{(2R)-2-[N-((2E)-5-Amino-5-methylhex-2-enoyl)-N-methylamino]-3-(2-naphthyl)propionyl}-4-benzylpiperidine-4-carboxylic acid methylamide). RXN SMILES: [CH3:1][NH:2][C:3]([C:5]1([CH2:27][C:28]2[CH:33]=[CH:32][CH:31]=[CH:30][CH:29]=2)[CH2:10][CH2:9][N:8]([C:11](=[O:26])[C@H:12]([NH:24][CH3:25])[CH2:13][C:14]2[CH:23]=[CH:22][C:21]3[C:16](=[CH:17][CH:18]=[CH:19][CH:20]=3)[CH:15]=2)[CH2:7][CH2:6]1)=[O:4].C(OC([NH:41][C:42]([CH3:50])([CH3:49])[CH2:43]/[CH:44]=[CH:45]/[C:46](O)=[O:47])=O)(C)(C)C>>[CH3:1][NH:2][C:3]([C:5]1([CH2:27][C:28]2[CH:33]=[CH:32][CH:31]=[CH:30][CH:29]=2)[CH2:10][CH2:9][N:8]([C:11](=[O:26])[C@H:12]([N:24]([C:46](=[O:47])/[CH:45]=[CH:44]/[CH2:43][C:42]([NH2:41])([CH3:50])[CH3:49])[CH3:25])[CH2:13][C:14]2[CH:23]=[CH:22][C:21]3[C:16](=[CH:17][CH:18]=[CH:19][CH:20]=3)[CH:15]=2)[CH2:7][CH2:6]1)=[O:4]. Procedure details: 4-Benzyl-1-((2R)-2-methylamino-3-(2-naphthyl)propionyl)piperidine-4-carboxylic acid methylamide (360 mg; 0.82 mmole) was coupled to (2E)-5-(tert-butyloxycarbonylamino)-5-methyl-2-hexenoic acid using the same coupling procedure as in step D. Removal of the N-terminal Boc group was performed as in step D but at −10° C. The crude product was purified on a RP-18-Seppak® (5 g; Waters) using a gradient from 0.1% TFA in water/acetonitrile 100/0 to 0.1% TFA in 60/40 water/acetonitrile to afford 306 mg o... Starting materials: CC(C)(C)C(=O)CBr, COC(=O)C(CCC(=O)OC(C)(C)C)NC(=O)c1cc(O)n(-c2ccccc2)n1, [H-], [Na+], CN(C)C=O. Product: COC(=O)C(CCC(=O)OC(C)(C)C)NC(=O)c1cc(OCC(=O)C(C)(C)C)n(-c2ccccc2)n1. As a reaction SMILES: [Br:32][CH2:33][C:34]([C:35]([CH3:36])([CH3:37])[CH3:38])=[O:39].[CH3:1][O:2][C:3]([CH:4]([CH2:5][CH2:6][C:7](=[O:8])[O:9][C:10]([CH3:11])([CH3:12])[CH3:13])[NH:14][C:15](=[O:16])[c:17]1[n:18][n:19](-[c:23]2[cH:24][cH:25][cH:26][cH:27][cH:28]2)[c:20]([OH:22])[cH:21]1)=[O:29].[H-:30].[Na+:31].[O:40]=[CH:41][N:42]([CH3:43])[CH3:44]>>[CH3:1][O:2][C:3]([CH:4]([CH2:5][CH2:6][C:7](=[O:8])[O:9][C:10]([CH3:11])([CH3:12])[CH3:13])[NH:14][C:15](=[O:16])[c:17]1[n:18][n:19](-[c:23]2[cH:24][cH:25][cH:26][cH:27][cH:28]2)[c:20]([O:22][CH2:33][C:34]([C:35]([CH3:36])([CH3:37])[CH3:38])=[O:39])[cH:21]1)=[O:29]. Solvent: C(Cl)Cl (CH2Cl2). The reactants are CCOC(=O)C (EtOAc), C(C)(C)(C)C=1C=C(C=C(C1)C(C)(C)C)C(CCC)O (1-(3,5-Di-t-butylphenyl)butan-1-ol). Isolated yield 40.0%. The reagents and catalysts are O=[Mn]=O (MnO2). Reported procedure: To 2.37 g (9.05 mmol) of alcohol 19 in 18 mL of CH2Cl2 was added 7.86 g (90.45 mmol) of MnO2. The reaction mixture was stirred for 3 h, then filtered (celite over silica gel pad) and the pad was washed repeatedly with 20 mL aliquots of CH2Cl2. After concentration, ketone 20 was purified by chromatography (SiO2, 3% EtOAc-hexanes) to give 941 mg (3.62 mmol) of 20 (40% yield 1 Hz TLC (10% EtOAc-90% hexanes) Rf 0.7; 1H-NMR (CDCl3) δ1.01 (t, 3H, CH2CH3), 1.34 (s, 18H, 6(CH3)), 1.78 (m, 2H, CH2CH3), 2... Product: C(C)(C)(C)C=1C=C(C=C(C1)C(C)(C)C)C(CCC)=O (1-(3,5-Di-t-butylphenyl)butan-1-one). Run at time 3 hour. As a reaction SMILES: [C:1]([C:5]1[CH:6]=[C:7]([CH:15]([OH:19])[CH2:16][CH2:17][CH3:18])[CH:8]=[C:9]([C:11]([CH3:14])([CH3:13])[CH3:12])[CH:10]=1)([CH3:4])([CH3:3])[CH3:2].CCOC(C)=O>C(Cl)Cl.O=[Mn]=O>[C:1]([C:5]1[CH:6]=[C:7]([C:15](=[O:19])[CH2:16][CH2:17][CH3:18])[CH:8]=[C:9]([C:11]([CH3:14])([CH3:13])[CH3:12])[CH:10]=1)([CH3:4])([CH3:3])[CH3:2]. Starting materials: C(C)O (ethanol), N (ammonia), ClP(C1=CC=CC=C1)CCCCCC (chloro-(n-hexyl)phenyl-phosphine). Yields the product C(CCCCC)P(OCC)C1=CC=CC=C1 (ethyl n-hexyl(phenyl)phosphinite). Yield: 79.2%. Reaction SMILES: [CH2:1]([OH:3])[CH3:2].N.Cl[P:6]([CH2:13][CH2:14][CH2:15][CH2:16][CH2:17][CH3:18])[C:7]1[CH:12]=[CH:11][CH:10]=[CH:9][CH:8]=1>>[CH2:13]([P:6]([C:7]1[CH:8]=[CH:9][CH:10]=[CH:11][CH:12]=1)[O:3][CH2:1][CH3:2])[CH2:14][CH2:15][CH2:16][CH2:17][CH3:18]. Reported procedure: 135 g (2.94 mol) of absolute ethanol are cooled to -15° C. under a nitrogen atmosphere. 7.4 g (0,435 mol) of ammonia are then introduced at this temperature with constant stirring. 86 g (0.376 mol) of chloro-(n-hexyl)phenyl-phosphine are then added dropwise at this temperature in 40 minutes, then the mixture is allowed to come to room temperature with stirring, is filtered by suction and washed with ethanol. The filtrate is freed from ethanol and any ammonia present in vacuo. The remaining resid... Starting materials: COC(=O)CCc1cn(Cc2ccc(OCc3nc(C)oc3C)cc2)nc1-c1ccccc1, CO, Cl, [Li+], C1CCOC1, [OH-], O, O. The product is Cc1nc(COc2ccc(Cn3cc(CCC(=O)O)c(-c4ccccc4)n3)cc2)c(C)o1. As a reaction SMILES: [CH3:1][c:2]1[o:3][c:4]([CH3:33])[c:5]([CH2:7][O:8][c:9]2[cH:10][cH:11][c:12]([CH2:13][n:14]3[n:15][c:16](-[c:25]4[cH:26][cH:27][cH:28][cH:29][cH:30]4)[c:17]([CH2:19][CH2:20][C:21](=[O:22])[O:23][CH3:24])[cH:18]3)[cH:31][cH:32]2)[n:6]1.[CH3:43][OH:44].[ClH:42].[Li+:36].[O:37]1[CH2:38][CH2:39][CH2:40][CH2:41]1.[OH-:35].[OH2:34].[OH2:45]>>[CH3:1][c:2]1[o:3][c:4]([CH3:33])[c:5]([CH2:7][O:8][c:9]2[cH:10][cH:11][c:12]([CH2:13][n:14]3[n:15][c:16](-[c:25]4[cH:26][cH:27][cH:28][cH:29][cH:30]4)[c:17]([CH2:19][CH2:20][C:21](=[O:22])[OH:23])[cH:18]3)[cH:31][cH:32]2)[n:6]1. Procedure details: A mixture of 4-(chloromethyl)-2-methoxy-1-nitrobenzene (1.1 g, 5.46 mmol) and diethyl methylphosphonite (0.89 g, 1.2 mmol) were heated at 100° C. for 16 h in a sealed tube. The reaction mixture was concentrated in vacuo and the residue crude purified using an Isco Combiflash system eluting with 0→5% MeOH in DCM as eluent to afford 0.641 g of ethyl (3-methoxy-4-nitrobenzyl)methylphosphinate (yield: 43% yield). MS (ES+): m/z 273.99 [MH+] (ZQ3, polar 5 min). Yields the product COC=1C=C(CCP(OCC)=O)C=CC1[N+](=O)[O-] (ethyl (3-methoxy-4-nitrobenzyl)methylphosphinate). Run at temperature 100 celsius. Isolated yield 195.5%. RXN SMILES: Cl[CH2:2][C:3]1[CH:8]=[CH:7][C:6]([N+:9]([O-:11])=[O:10])=[C:5]([O:12][CH3:13])[CH:4]=1.[CH3:14][P:15]([O:19]CC)[O:16][CH2:17][CH3:18]>>[CH3:13][O:12][C:5]1[CH:4]=[C:3]([CH:8]=[CH:7][C:6]=1[N+:9]([O-:11])=[O:10])[CH2:2][CH2:14][PH:15](=[O:19])[O:16][CH2:17][CH3:18]. The reactants are ClCC1=CC(=C(C=C1)[N+](=O)[O-])OC (4-(chloromethyl)-2-methoxy-1-nitrobenzene), CP(OCC)OCC (diethyl methylphosphonite). Conditions: temperature 50 celsius, time 40 minute. The reactants are [H-].[Na+] (Sodium hydride), ClC1=C(N)C(=CC=C1)Cl (2,6-dichloroaniline), CS(=O)C (DMSO), CC1=CC=C(C=C1)S(=O)(=O)OC1=CC(OC2=C(C(=CC=C12)OC)OC1CCCC1)=O (8-(cyclopentyloxy)-7-methoxy-2-oxo-2H-chromen-4-yl 4-methylbenzenesulfonate), CS(=O)C (DMSO), sodium 2,6-dichloroanilide. Reported procedure: Sodium hydride (10 mg, 60%, 0.25 mmol) was added to a solution of 2,6-dichloroaniline (40 mg, 0.25 mmol) and anhydrous DMSO (2 mL) at rt under N2. After 40 min, this mixture was added to a solution of 8-(cyclopentyloxy)-7-methoxy-2-oxo-2H-chromen-4-yl 4-methylbenzenesulfonate (70 mg, 0.16 mmol) and anhydrous DMSO (2 mL) at rt under N2. After 1.5 h at rt, the reaction was heated at 50° C. After an additional 1.5 h, a second aliquot of the sodium 2,6-dichloroanilide mixture was added. After an add... Reaction SMILES: [H-].[Na+].[Cl:3][C:4]1[CH:10]=[CH:9][CH:8]=[C:7]([Cl:11])[C:5]=1[NH2:6].CS(C)=O.CC1C=CC(S(O[C:27]2[C:36]3[C:31](=[C:32]([O:39][CH:40]4[CH2:44][CH2:43][CH2:42][CH2:41]4)[C:33]([O:37][CH3:38])=[CH:34][CH:35]=3)[O:30][C:29](=[O:45])[CH:28]=2)(=O)=O)=CC=1>OP([O-])(O)=O.[K+]>[CH:40]1([O:39][C:32]2[C:33]([O:37][CH3:38])=[CH:34][CH:35]=[C:36]3[C:31]=2[O:30][C:29](=[O:45])[CH:28]=[C:27]3[NH:6][C:5]2[C:4]([Cl:3])=[CH:10][CH:9]=[CH:8][C:7]=2[Cl:11])[CH2:41][CH2:42][CH2:43][CH2:44]1 |f:0.1,5.6|. Product: C1(CCCC1)OC=1C(=CC=C2C(=CC(OC12)=O)NC1=C(C=CC=C1Cl)Cl)OC (8-(cyclopentyloxy)-4-(2,6-dichlorophenylamino)-7-methoxy-2H-chromen-2-one). Solvent: OP(=O)(O)[O-].[K+] (KH2PO4). Reactants: S(=O)(=O)([O-])C1=CC=C(C)C=C1 (tosylate), TEA, C(Cl)Cl (DCM), N[C@H](C(=O)OCC(C)C)C ((S)-isobutyl 2-aminopropanoate), P(OC1=CC=CC2=CC=CC=C12)(=O)(Cl)Cl (naphthalen-1-yl phosphorodichloridate). The product is ClC1=C(C2=CC=CC=C2C=C1)OP(=O)=N[C@H](C(=O)OCC(C)C)C ((2S)-isobutyl 2-(chloro(naphthalen-1-yloxy)phosphorylamino)propanoate). Reaction SMILES: S(C1C=CC(C)=CC=1)([O-])(=O)=O.[NH2:12][C@@H:13]([CH3:21])[C:14]([O:16][CH2:17][CH:18]([CH3:20])[CH3:19])=[O:15].[P:22](Cl)(Cl)(=[O:34])[O:23][C:24]1[C:33]2[C:28](=[CH:29][CH:30]=[CH:31][CH:32]=2)[CH:27]=[CH:26][CH:25]=1.C(Cl)[Cl:38]>>[Cl:38][C:25]1[CH:26]=[CH:27][C:28]2[C:33](=[CH:32][CH:31]=[CH:30][CH:29]=2)[C:24]=1[O:23][P:22](=[N:12][C@@H:13]([CH3:21])[C:14]([O:16][CH2:17][CH:18]([CH3:20])[CH3:19])=[O:15])=[O:34]. Procedure: Using the general procedure for synthesizing naphthyl (aminoacid ester) phosphorochloridates, the tosylate salt of (S)-isobutyl 2-aminopropanoate (2.5 g), naphthalen-1-yl phosphorodichloridate (2.06 g), TEA (2.19 mL) and DCM (50 mL) were combined to give (2S)-isobutyl 2-(chloro(naphthalen-1-yloxy)phosphorylamino)propanoate as a crude pale yellow thick oil. The crude compound was taken forward without further purification.